From a dataset of the Open Reaction Database (ORD), a public repository of structured organic reaction records. describe an organic reaction: reactants, conditions, products, and yield Reactants: Cl, [NH4+], NC(=O)N(O)Cc1ccc(N2CCC3(CC2)OCCO3)cc1, [OH-]. Yields the product NC(=O)N(O)Cc1ccc(N2CCC(=O)CC2)cc1. RXN SMILES: [ClH:25].[NH4+:23].[O:1]1[CH2:3][CH2:2][O:4][C:5]12[CH2:6][CH2:7][N:8]([c:11]1[cH:12][cH:13][c:14]([CH2:15][N:16]([C:17](=[O:18])[NH2:19])[OH:20])[cH:21][cH:22]1)[CH2:9][CH2:10]2.[OH-:24]>>[O:4]=[C:5]1[CH2:6][CH2:7][N:8]([c:11]2[cH:12][cH:13][c:14]([CH2:15][N:16]([C:17](=[O:18])[NH2:19])[OH:20])[cH:21][cH:22]2)[CH2:9][CH2:10]1.